This data is from the Open Reaction Database (ORD), a public repository of structured organic reaction records. The task is: describe an organic reaction: reactants, conditions, products, and yield Starting materials: CCC1(CC)C(=O)N(C(C)C)c2cc([N+](=O)[O-])c(NC(C)=O)cc21, CCO, Cl. The product is CCC1(CC)C(=O)N(C(C)C)c2cc([N+](=O)[O-])c(N)cc21. Reaction SMILES: [CH2:1]([CH3:2])[C:3]1([CH2:23][CH3:24])[C:4](=[O:22])[N:5]([CH:19]([CH3:20])[CH3:21])[c:6]2[cH:7][c:8]([N+:16](=[O:17])[O-:18])[c:9]([NH:12][C:13](=[O:14])[CH3:15])[cH:10][c:11]21.[CH3:26][CH2:27][OH:28].[ClH:25]>>[CH2:1]([CH3:2])[C:3]1([CH2:23][CH3:24])[C:4](=[O:22])[N:5]([CH:19]([CH3:20])[CH3:21])[c:6]2[cH:7][c:8]([N+:16](=[O:17])[O-:18])[c:9]([NH2:12])[cH:10][c:11]21. Reactants: CI, CO, O=C(Nc1cccc(Cl)c1)C1=C(O)c2ccc3ccccc3c2S(=O)(=O)N1, [Na+], [OH-]. Product: CN1C(C(=O)Nc2cccc(Cl)c2)=C(O)c2ccc3ccccc3c2S1(=O)=O. RXN SMILES: [CH3:30][I:31].[CH3:32][OH:33].[Cl:3][c:4]1[cH:5][c:6]([NH:10][C:11](=[O:12])[C:13]2=[C:18]([OH:19])[c:17]3[c:16]([c:27]4[c:22]([cH:21][cH:20]3)[cH:23][cH:24][cH:25][cH:26]4)[S:15](=[O:28])(=[O:29])[NH:14]2)[cH:7][cH:8][cH:9]1.[Na+:2].[OH-:1]>>[Cl:3][c:4]1[cH:5][c:6]([NH:10][C:11](=[O:12])[C:13]2=[C:18]([OH:19])[c:17]3[c:16]([c:27]4[c:22]([cH:21][cH:20]3)[cH:23][cH:24][cH:25][cH:26]4)[S:15](=[O:28])(=[O:29])[N:14]2[CH3:30])[cH:7][cH:8][cH:9]1. Procedure details: 1-Acetoxy-3-(N-acetyl-4-piperidinyl)propane was saponificated by potassium carbonate. The reactants are C(C)(=O)OCCCC1CCN(CC1)C(C)=O (1-Acetoxy-3-(N-acetyl-4-piperidinyl)propane), C([O-])([O-])=O.[K+].[K+] (potassium carbonate). The product is C(C)(=O)N1CCC(CC1)CCCO (3-(N-Acetyl-4-piperidinyl)propanol). Reaction SMILES: C([O:4][CH2:5][CH2:6][CH2:7][CH:8]1[CH2:13][CH2:12][N:11]([C:14](=[O:16])[CH3:15])[CH2:10][CH2:9]1)(=O)C.C(=O)([O-])[O-].[K+].[K+]>>[C:14]([N:11]1[CH2:10][CH2:9][CH:8]([CH2:7][CH2:6][CH2:5][OH:4])[CH2:13][CH2:12]1)(=[O:16])[CH3:15] |f:1.2.3|.